From a dataset of the Open Reaction Database (ORD), a public repository of structured organic reaction records. describe an organic reaction: reactants, conditions, products, and yield Yields the product CCCCCCCCOC(=O)C(C)Cl. RXN SMILES: [CH2:1]([CH2:2][CH2:3][CH2:4][CH2:5][CH2:6][CH2:7][CH3:8])[OH:9].[Cl:10][CH:11]([C:12](=[O:13])[Cl:14])[CH3:15].[O:22]1[CH2:23][CH2:24][CH2:25][CH2:26]1.[cH:16]1[cH:17][cH:18][n:19][cH:20][cH:21]1>>[CH2:1]([CH2:2][CH2:3][CH2:4][CH2:5][CH2:6][CH2:7][CH3:8])[O:9][C:12]([CH:11]([Cl:10])[CH3:15])=[O:13]. Reactants: CCCCCCCCO, CC(Cl)C(=O)Cl, C1CCOC1, c1ccncc1. Starting materials: COC(=O)CC(C)=O, C1CCOC1, [Li]CCCC, CC(C)(C#N)c1ccc(OCC(=O)C2CCCC2)cc1F, Cl, [H-], [Na+]. Yields the product CC(C)(C#N)c1ccc(OCC2(C3CCCC3)CC(=O)CC(=O)O2)cc1F. As a reaction SMILES: [C:3]([CH2:4][C:5](=[O:6])[CH3:7])(=[O:8])[O:9][CH3:10].[CH2:38]1[O:39][CH2:40][CH2:41][CH2:42]1.[CH3:11][CH2:12][CH2:13][CH2:14][Li:15].[CH:16]1([C:21]([CH2:22][O:23][c:24]2[cH:25][c:26]([F:35])[c:27]([C:30]([C:31]#[N:32])([CH3:33])[CH3:34])[cH:28][cH:29]2)=[O:36])[CH2:17][CH2:18][CH2:19][CH2:20]1.[ClH:37].[H-:1].[Na+:2]>>[C:3]1(=[O:8])[CH2:4][C:5](=[O:6])[CH2:7][C:21]([CH:16]2[CH2:17][CH2:18][CH2:19][CH2:20]2)([CH2:22][O:23][c:24]2[cH:25][c:26]([F:35])[c:27]([C:30]([C:31]#[N:32])([CH3:33])[CH3:34])[cH:28][cH:29]2)[O:36]1. The reactants are CC(C)NC(=O)C1OC1C1=CC=C(C=C1)Cl (N-(1-methylethyl)-3-(4-chlorophenyl)-2-oxiranecarboxamide), ClC1=CC=C(C=C1)O (p-chlorophenol), [H-].[Na+] (sodium hydride), C1COCCOCCOCCOCCOCCO1 (18-crown-6). The solvent is C(C)#N (acetonitrile). Product: OC(C(=O)NC(C)C)C(C1=CC=C(C=C1)Cl)OC1=CC=C(C=C1)Cl (α-Hydroxy-β-(4-Chlorophenoxy)-N-(1-Methylethyl)-4-Chlorobenzenepropanamide). Reaction SMILES: [CH3:1][CH:2]([NH:4][C:5]([CH:7]1[CH:9]([C:10]2[CH:15]=[CH:14][C:13]([Cl:16])=[CH:12][CH:11]=2)[O:8]1)=[O:6])[CH3:3].[Cl:17][C:18]1[CH:23]=[CH:22][C:21]([OH:24])=[CH:20][CH:19]=1.[H-].[Na+].C1OCCOCCOCCOCCOCCOC1>C(#N)C>[OH:8][CH:7]([CH:9]([O:24][C:21]1[CH:22]=[CH:23][C:18]([Cl:17])=[CH:19][CH:20]=1)[C:10]1[CH:11]=[CH:12][C:13]([Cl:16])=[CH:14][CH:15]=1)[C:5]([NH:4][CH:2]([CH3:1])[CH3:3])=[O:6] |f:2.3|. Procedure details: This compound was prepared from N-(1-methylethyl)-3-(4-chlorophenyl)-2-oxiranecarboxamide (9.56 g.), p-chlorophenol (5.2 g.), sodium hydride (50% oil dispersion, 2.0 g.) 18-crown-6 (3.0 g.), and acetonitrile (300 ml.) as described in Example 12, and purified by recrystallization from ether. The compound melted at 177°-179°, and weighed 0.76 g. Starting materials: 4-Iodo-2-nitrobenzoic acid piperidine amide, IC1=CC(=C(C(=O)O)C=C1)[N+](=O)[O-] (4-iodo-2-nitrobenzoic acid), S(=O)(Cl)Cl (thionyl chloride). Yields the product IC1=CC(=C(C(=O)Cl)C=C1)[N+](=O)[O-] (4-iodo-2-nitrobenzoyl chloride). Reaction SMILES: [I:1][C:2]1[CH:10]=[CH:9][C:5]([C:6](O)=[O:7])=[C:4]([N+:11]([O-:13])=[O:12])[CH:3]=1.S(Cl)([Cl:16])=O>>[I:1][C:2]1[CH:10]=[CH:9][C:5]([C:6]([Cl:16])=[O:7])=[C:4]([N+:11]([O-:13])=[O:12])[CH:3]=1. Reported procedure: 4-Iodo-2-nitrobenzoic acid piperidine amide. A suspension of 4-iodo-2-nitrobenzoic acid (1.0 g, 3.4 mmol) in thionyl chloride (10 mL) was heated to reflux for 45 min. The reaction mixture became homogeneous. The mixture was cooled and concentrated in vacuo to give 4-iodo-2-nitrobenzoyl chloride as a yellow oil, which was used immediately in the following reaction. 1H NMR (500 MHz, CDCl3): 8.38 (d, J=1.6 Hz, 1H), 8.12 (dd, J=8.1, 1.6 Hz, 1H), 7.48 (d, J=8.1 Hz, 1H). To a solution of 4-iodo-2-nitr...